From a dataset of the Open Reaction Database (ORD), a public repository of structured organic reaction records. describe an organic reaction: reactants, conditions, products, and yield Starting materials: CO, CCNS(=O)(=O)NCc1cccc([N+](=O)[O-])c1. The product is CCNS(=O)(=O)NCc1cccc(N)c1. RXN SMILES: [CH3:18][OH:19].[N+:1]([O-:2])(=[O:3])[c:4]1[cH:5][c:6]([CH2:7][NH:8][S:9](=[O:10])(=[O:11])[NH:12][CH2:13][CH3:14])[cH:15][cH:16][cH:17]1>>[NH2:1][c:4]1[cH:5][c:6]([CH2:7][NH:8][S:9](=[O:10])(=[O:11])[NH:12][CH2:13][CH3:14])[cH:15][cH:16][cH:17]1. Reactants: C1(CC1)OC=1C=C(C=CC1OC(F)F)C1=C(C2=C(C=NN(C2=O)COCC[Si](C)(C)C)N1)COC(C)C (2-(3-cyclopropoxy-4-difluoromethoxyphenyl)-3-isopropoxymethyl-5-(2-trimethylsilylethoxymethyl)-1,5-dihydropyrrolo[2,3-d]pyridazin-4-one), C1(CCC1)OCC1=C(NC=2C=NN(C(C21)=O)COCC[Si](C)(C)C)C2=CC(=C(C=C2)OC(F)F)OC2CC2 (3-cyclobutoxymethyl-2-(3-cyclopropoxy-4-difluoromethoxyphenyl)-5-(2-trimethylsilylethoxymethyl)-1,5-dihydropyrrolo[2,3-d]-pyridazin-4-one). The product is C1(CC1)OC=1C=C(C=CC1OC(F)F)C1=C(C2=C(C=NNC2=O)N1)COC(C)C (2-(3-Cyclopropoxy-4-difluoromethoxyphenyl)-3-isopropoxymethyl-1,5-dihydropyrrolo[2,3-d]pyridazin-4-one). The yield is 67.0%. RXN SMILES: [CH:1]1([O:4][C:5]2[CH:6]=[C:7]([C:15]3[NH:32][C:18]4[CH:19]=[N:20][N:21](COCC[Si](C)(C)C)[C:22](=[O:23])[C:17]=4[C:16]=3[CH2:33][O:34][CH:35]([CH3:37])[CH3:36])[CH:8]=[CH:9][C:10]=2[O:11][CH:12]([F:14])[F:13])[CH2:3][CH2:2]1.C1(OCC2C3C(=O)N(COCC[Si](C)(C)C)N=CC=3NC=2C2C=CC(OC(F)F)=C(OC3CC3)C=2)CCC1>>[CH:1]1([O:4][C:5]2[CH:6]=[C:7]([C:15]3[NH:32][C:18]4[CH:19]=[N:20][NH:21][C:22](=[O:23])[C:17]=4[C:16]=3[CH2:33][O:34][CH:35]([CH3:37])[CH3:36])[CH:8]=[CH:9][C:10]=2[O:11][CH:12]([F:13])[F:14])[CH2:2][CH2:3]1. Procedure: Reaction and post treatment were carried out in the same manner as in Example 13-(c) except for using 1.22 g (2.28 mmol) of 2-(3-cyclopropoxy-4-difluoromethoxyphenyl)-3-isopropoxymethyl-5-(2-trimethylsilylethoxymethyl)-1,5-dihydropyrrolo[2,3-d]pyridazin-4-one obtained in the same manner as in Example 60-(b) in place of 3-cyclobutoxymethyl-2-(3-cyclopropoxy-4-difluoromethoxyphenyl)-5-(2-trimethylsilylethoxymethyl)-1,5-dihydropyrrolo[2,3-d]-pyridazin-4-one, whereby 619 mg of the title compound was... Starting materials: CC(C)(C)[Si](C)(C)Cl, CCOC(C)=O, CN(C)C=O, CC(O)c1ccc(CO)cc1Cl, c1c[nH]cn1. Yields the product CC(O)c1ccc(CO[Si](C)(C)C(C)(C)C)cc1Cl. Reaction SMILES: [C:18]([CH3:19])([CH3:20])([CH3:21])[Si:22]([CH3:23])([CH3:24])[Cl:25].[CH3:26][CH2:27][O:28][C:29](=[O:30])[CH3:31].[CH3:32][N:33]([CH3:34])[CH:35]=[O:36].[Cl:1][c:2]1[c:3]([CH:10]([CH3:11])[OH:12])[cH:4][cH:5][c:6]([CH2:8][OH:9])[cH:7]1.[nH:13]1[cH:14][cH:15][n:16][cH:17]1>>[Cl:1][c:2]1[c:3]([CH:10]([CH3:11])[OH:12])[cH:4][cH:5][c:6]([CH2:8][O:9][Si:22]([C:18]([CH3:19])([CH3:20])[CH3:21])([CH3:23])[CH3:24])[cH:7]1. Yields the product IC1=C2C=CC=CC2=C(C=2C3=C(SC21)C=CC=C3)C3=CC=C(C=C3)OS(=O)(=O)C (Methanesulfonic acid 4-(6-Iodo-benzo[b]naphtho[2,3-d]thiophen-11-yl)-phenyl ester). Run at time 88 hour. Reported procedure: To a solution of methanesulfonic acid 4-benzo[b]naphtho[2,3-d]thiophen-11-yl-phenyl ester (2.24 g, 5.54 mmole) in tetrahydrofuran (22.4 mL), 80% aqueous acetic acid (11.2 mL) and sulfuric acid (0.6 mL) was added iodine (0.984 g, 3.87 mmol) and iodic acid (0.244 g, 1.39 mmol). The reaction mixture was stirred for 88 h at room temperature then combined with an aqueous solution of sodium bisulfite (100 mL). The organics were extracted with ether (500 mL). The extracts were concentrated and chased w... Starting materials: C1=CC=CC=2SC3=C(C21)C(=C2C=CC=CC2=C3)C3=CC=C(C=C3)OS(=O)(=O)C (methanesulfonic acid 4-benzo[b]naphtho[2,3-d]thiophen-11-yl-phenyl ester), II (iodine), I(=O)(=O)O (iodic acid), S([O-])(O)=O.[Na+] (sodium bisulfite). RXN SMILES: [CH:1]1[C:9]2[C:8]3[C:10]([C:18]4[CH:23]=[CH:22][C:21]([O:24][S:25]([CH3:28])(=[O:27])=[O:26])=[CH:20][CH:19]=4)=[C:11]4[C:16](=[CH:17][C:7]=3[S:6][C:5]=2[CH:4]=[CH:3][CH:2]=1)[CH:15]=[CH:14][CH:13]=[CH:12]4.II.[I:31](O)(=O)=O.S(=O)(O)[O-].[Na+]>O1CCCC1.C(O)(=O)C.S(=O)(=O)(O)O>[I:31][C:17]1[C:7]2[S:6][C:5]3[CH:4]=[CH:3][CH:2]=[CH:1][C:9]=3[C:8]=2[C:10]([C:18]2[CH:23]=[CH:22][C:21]([O:24][S:25]([CH3:28])(=[O:27])=[O:26])=[CH:20][CH:19]=2)=[C:11]2[C:16]=1[CH:15]=[CH:14][CH:13]=[CH:12]2 |f:3.4|. Run in O1CCCC1 (tetrahydrofuran), C(C)(=O)O (acetic acid), S(O)(O)(=O)=O (sulfuric acid). Yield: 373.0%.